This data is from the Open Reaction Database (ORD), a public repository of structured organic reaction records. The task is: describe an organic reaction: reactants, conditions, products, and yield The reactants are C1COCCN1, CC(=C(C(=O)OCc1ccc([N+](=O)[O-])cc1)N1C(=O)C2N=C(COc3ccccc3)SC21)S(C)(=O)=O, O, c1ccccc1. The product is CC(=C(C(=O)OCc1ccc([N+](=O)[O-])cc1)N1C(=O)C2N=C(COc3ccccc3)SC21)N1CCOCC1. Reaction SMILES: [CH2:37]1[CH2:38][O:39][CH2:40][CH2:41][NH:42]1.[O:1]([c:2]1[cH:3][cH:4][cH:5][cH:6][cH:7]1)[CH2:8][C:9]1=[N:10][CH:11]2[C:12](=[O:36])[N:13]([C:16]([C:17](=[O:18])[O:19][CH2:20][c:21]3[cH:22][cH:23][c:24]([N+:27](=[O:28])[O-:29])[cH:25][cH:26]3)=[C:30]([CH3:31])[S:32]([CH3:33])(=[O:34])=[O:35])[CH:14]2[S:15]1.[OH2:43].[cH:44]1[cH:45][cH:46][cH:47][cH:48][cH:49]1>>[O:1]([c:2]1[cH:3][cH:4][cH:5][cH:6][cH:7]1)[CH2:8][C:9]1=[N:10][CH:11]2[C:12](=[O:36])[N:13]([C:16]([C:17](=[O:18])[O:19][CH2:20][c:21]3[cH:22][cH:23][c:24]([N+:27](=[O:28])[O-:29])[cH:25][cH:26]3)=[C:30]([CH3:31])[N:42]3[CH2:37][CH2:38][O:39][CH2:40][CH2:41]3)[CH:14]2[S:15]1. The reactants are FC=1C=CC(=C(O[C@H]2[C@@H]3[C@H](OC2)[C@@H](CO3)OS(=O)(=O)C(F)(F)F)C1)[N+](=O)[O-] ([(3R,3aR,6R,6aS)-3-(5-fluoro-2-nitro-phenoxy)-2,3,3a,5,6,6a-hexahydrofuro[3,2-b]furan-6-yl]trifluoromethanesulfonate), [C-]#N.[K+] (potassium cyanide), C1COCCOCCOCCOCCOCCO1 (18-crown-6). Solvent: C1CCOC1 (THF). Product: FC=1C=CC(=C(O[C@@H]2CO[C@H]3[C@@H]2OC[C@@H]3C#N)C1)[N+](=O)[O-] ((3S,3aR,6R,6aS)-6-(5-fluoro-2-nitro-phenoxy)-2,3,3a,5,6,6a-hexahydrofuro[3,2-b]furan-3-carbonitrile). Reaction SMILES: [F:1][C:2]1[CH:3]=[CH:4][C:5]([N+:25]([O-:27])=[O:26])=[C:6]([CH:24]=1)[O:7][C@@H:8]1[CH2:12][O:11][C@@H:10]2[C@H:13](OS(C(F)(F)F)(=O)=O)[CH2:14][O:15][C@H:9]12.[C-:28]#[N:29].[K+].C1OCCOCCOCCOCCOCCOC1>C1COCC1>[F:1][C:2]1[CH:3]=[CH:4][C:5]([N+:25]([O-:27])=[O:26])=[C:6]([CH:24]=1)[O:7][C@H:8]1[C@H:9]2[O:15][CH2:14][C@H:13]([C:28]#[N:29])[C@H:10]2[O:11][CH2:12]1 |f:1.2|. Reported procedure: 0.4 g (1.0 mmol) [(3R,3aR,6R,6aS)-3-(5-fluoro-2-nitro-phenoxy)-2,3,3a,5,6,6a-hexahydrofuro[3,2-b]furan-6-yl]trifluoromethanesulfonate (prepared as described for III.3 from III.1), 0.1 g (1.5 mmol) potassium cyanide and 0.3 g (1.0 mmol) 18-crown-6 in THF is stirred at RT for 3 h. The reaction mixture is filtered through celite and evaporated. The residue is taken up in EtOAc washed with water, dried and evaporated. The residue is purified by FC. Yields the product Cc1[nH]c2c(Cl)cc(F)c(C)c2c1-c1nsc2ccccc12. Reaction SMILES: [CH3:24][N:25]1[CH2:26][CH2:27][CH2:28][C:29]1=[O:30].[Cl:14][c:15]1[n:16][s:17][c:18]2[c:19]1[cH:20][cH:21][cH:22][cH:23]2.[Cl:1][c:2]1[cH:3][c:4]([F:13])[c:5]([CH3:12])[c:6]2[cH:7][c:8]([CH3:11])[nH:9][c:10]12.[ClH:31].[O:32]1[CH2:33][CH2:34][O:35][CH2:36][CH2:37]1>>[Cl:1][c:2]1[cH:3][c:4]([F:13])[c:5]([CH3:12])[c:6]2[c:7](-[c:15]3[n:16][s:17][c:18]4[c:19]3[cH:20][cH:21][cH:22][cH:23]4)[c:8]([CH3:11])[nH:9][c:10]12. Reactants: CN1CCCC1=O, Clc1nsc2ccccc12, Cc1cc2c(C)c(F)cc(Cl)c2[nH]1, Cl, C1COCCO1. The reactants are O=C([O-])O, C=O, O=CO, [Na+], O, c1cncc(C2CCN2)c1. The product is CN1CCC1c1cccnc1. Reaction SMILES: [C:16](=[O:17])([OH:18])[O-:19].[CH2:11]=[O:12].[CH:13]([OH:14])=[O:15].[Na+:20].[OH2:21].[n:1]1[cH:2][c:3]([CH:7]2[NH:8][CH2:9][CH2:10]2)[cH:4][cH:5][cH:6]1>>[n:1]1[cH:2][c:3]([CH:7]2[N:8]([CH3:13])[CH2:9][CH2:10]2)[cH:4][cH:5][cH:6]1. The reactants are FC1=CC=C(C=C1)C(C1=CC2=C(NC(=N2)NC(OC)=O)C=C1)O (methyl [5-[(4-fluorophenyl)hydroxymethyl]-1H-benzimidazol-2-yl]carbamate), Br (hydrogen bromide). Solvent: C(C)(=O)O (acetic acid). The product is Br.BrC(C1=CC2=C(NC(=N2)NC(OC)=O)C=C1)C1=CC=C(C=C1)F (methyl [5-[bromo(4-fluorophenyl)methyl]-1H-benzimidazol-2-yl]carbamate monohydrobromide). Yield: 99.9%. As a reaction SMILES: [F:1][C:2]1[CH:7]=[CH:6][C:5]([CH:8](O)[C:9]2[CH:22]=[CH:21][C:12]3[NH:13][C:14]([NH:16][C:17](=[O:20])[O:18][CH3:19])=[N:15][C:11]=3[CH:10]=2)=[CH:4][CH:3]=1.[BrH:24]>C(O)(=O)C>[BrH:24].[Br:24][CH:8]([C:5]1[CH:6]=[CH:7][C:2]([F:1])=[CH:3][CH:4]=1)[C:9]1[CH:22]=[CH:21][C:12]2[NH:13][C:14]([NH:16][C:17](=[O:20])[O:18][CH3:19])=[N:15][C:11]=2[CH:10]=1 |f:3.4|. Procedure: A solution of 6.3 parts of methyl [5-[(4-fluorophenyl)hydroxymethyl]-1H-benzimidazol-2-yl]carbamate in 60 parts of acetic acid, saturated with hydrogen bromide was stirred for 3 hours at room temperature. The reaction mixture was evaporated, yielding 9.18 parts (99.9%) of methyl [5-[bromo(4-fluorophenyl)methyl]-1H-benzimidazol-2-yl]carbamate monohydrobromide as a residue (int. 2). RXN SMILES: [C:1]([O:7][CH2:8][N:9]1[C:13]2[N:14]=[CH:15][N:16]=[C:17]([C:18]3[CH:19]=[N:20][N:21](/[C:23](/[CH:28]4[CH2:32][CH2:31][CH2:30][CH2:29]4)=[CH:24]\[C:25]([NH2:27])=[O:26])[CH:22]=3)[C:12]=2[CH:11]=[CH:10]1)(=[O:6])[C:2]([CH3:5])([CH3:4])[CH3:3].O=O.[H][H]>>[C:1]([O:7][CH2:8][N:9]1[C:13]2[N:14]=[CH:15][N:16]=[C:17]([C:18]3[CH:19]=[N:20][N:21]([CH:23]([CH:28]4[CH2:32][CH2:31][CH2:30][CH2:29]4)[CH2:24][C:25]([NH2:27])=[O:26])[CH:22]=3)[C:12]=2[CH:11]=[CH:10]1)(=[O:6])[C:2]([CH3:4])([CH3:5])[CH3:3]. Reactants: C(C(C)(C)C)(=O)OCN1C=CC2=C1N=CN=C2C=2C=NN(C2)\C(=C/C(=O)N)\C2CCCC2 ((Z)-(4-(1-(3-Amino-1-cyclopentyl-3-oxoprop-1-enyl)-1H-pyrazol-4-yl)-7H-pyrrolo[2,3-d]pyrimidin-7-yl)methyl pivalate), [H][H] (hydrogen), O=O (oxygen), [H][H] (hydrogen). Procedure: General screening procedure for asymmetric hydrogenation using the substrate, (Z)-(4-(1-(3-amino-1-cyclopentyl-3-oxoprop-1-enyl)-1H-pyrazol-4-yl)-7H-pyrrolo[2,3-d]pyrimidin-7-yl)methyl pivalate (10) to afford optically enriched product, (4-(1-(3-amino-1-cyclopentyl-3-oxopropyl]-1H-pyrazol-4-yl}-7H-pyrrolo[2,3-d]pyrimidin-7-yl)methyl pivalate ((R)-11 or (S)-11): A 300 mL-volume autoclave with glass vial (20 mL) was charged with the substrate (10), the catalyst (metal, ligand, and catalyst precurs... Product: C(C(C)(C)C)(=O)OCN1C=CC2=C1N=CN=C2C=2C=NN(C2)C(CC(=O)N)C2CCCC2 ((4-(1-(3-amino-1-cyclopentyl-3-oxopropyl]-1H-pyrazol-4-yl}-7H-pyrrolo[2,3-d]pyrimidin-7-yl)methyl pivalate).